From a dataset of the Open Reaction Database (ORD), a public repository of structured organic reaction records. describe an organic reaction: reactants, conditions, products, and yield Reactants: ClC1=NC(=NC(=C1OC1=C(C=CC(=C1)OC)Cl)C)N1CCOCC1 (4-[4-chloro-5-(2-chloro-5-methoxy-phenoxy)-6-methyl-pyrimidin-2-yl]-morpholine), [K].C(C)(C)(C)C1=CC=C(C=C1)S(=O)(=O)N (p-t-butyl-benzene sulphonamide potassium). The solvent is CS(=O)C (dimethyl sulphoxide). Yields the product C(C)(C)(C)C1=CC=C(C=C1)S(=O)(=O)NC1=NC(=NC(=C1OC1=C(C=CC(=C1)OC)Cl)C)N1CCOCC1 (4-tert-butyl-N-[5-(2-chloro-5-methoxy-phenoxy)-6-methyl-2-(morpholin-4-yl)-pyrimidin-4-yl]-benzenesulphonamide). The yield is 93.0%. As a reaction SMILES: Cl[C:2]1[C:7]([O:8][C:9]2[CH:14]=[C:13]([O:15][CH3:16])[CH:12]=[CH:11][C:10]=2[Cl:17])=[C:6]([CH3:18])[N:5]=[C:4]([N:19]2[CH2:24][CH2:23][O:22][CH2:21][CH2:20]2)[N:3]=1.[K].[C:26]([C:30]1[CH:35]=[CH:34][C:33]([S:36]([NH2:39])(=[O:38])=[O:37])=[CH:32][CH:31]=1)([CH3:29])([CH3:28])[CH3:27]>CS(C)=O>[C:26]([C:30]1[CH:35]=[CH:34][C:33]([S:36]([NH:39][C:2]2[C:7]([O:8][C:9]3[CH:14]=[C:13]([O:15][CH3:16])[CH:12]=[CH:11][C:10]=3[Cl:17])=[C:6]([CH3:18])[N:5]=[C:4]([N:19]3[CH2:24][CH2:23][O:22][CH2:21][CH2:20]3)[N:3]=2)(=[O:37])=[O:38])=[CH:32][CH:31]=1)([CH3:29])([CH3:27])[CH3:28] |f:1.2,^1:24|. Procedure details: 10.7 g of 4-[4-chloro-5-(2-chloro-5-methoxy-phenoxy)-6-methyl-pyrimidin-2-yl]-morpholine and 21.6g of p-t-butyl-benzene sulphonamide potassium in 150 ml of dry dimethyl sulphoxide were heated to 120° C. under argon for 16 hours. Thereafter, the dimethylsulphoxide was distilled off, the residue was partitioned between ethyl acetate and 1N hydrochloric acid and the organic phase was washed neutral. The organic phase was dried, the solvent was evaporated and the residue was recrystallized from dich... Starting materials: CN(C)C1(NS(=O)(=O)c2ccc(Br)s2)CN(C(=O)OC(C)(C)C)CCc2ccccc21, Cc1ccccc1, CCO, OB(O)c1ccc(Cl)cc1, [K+], [K+], O=C([O-])[O-], c1ccc(P(c2ccccc2)(c2ccccc2)[Pd](P(c2ccccc2)(c2ccccc2)c2ccccc2)(P(c2ccccc2)(c2ccccc2)c2ccccc2)P(c2ccccc2)(c2ccccc2)c2ccccc2)cc1. The product is CN(C)C1(NS(=O)(=O)c2ccc(-c3ccc(Cl)cc3)s2)CN(C(=O)OC(C)(C)C)CCc2ccccc21. Reaction SMILES: [C:1]([CH3:2])([CH3:3])([CH3:4])[O:5][C:6](=[O:7])[N:8]1[CH2:9][C:10]([N:19]([CH3:20])[CH3:21])([NH:22][S:23](=[O:24])(=[O:25])[c:26]2[s:27][c:28]([Br:31])[cH:29][cH:30]2)[c:11]2[c:12]([cH:15][cH:16][cH:17][cH:18]2)[CH2:13][CH2:14]1.[CH3:128][c:129]1[cH:130][cH:131][cH:132][cH:133][cH:134]1.[CH3:48][CH2:49][OH:50].[Cl:32][c:33]1[cH:34][cH:35][c:36]([B:39]([OH:40])[OH:41])[cH:37][cH:38]1.[K+:42].[K+:43].[O-:44][C:45]([O-:46])=[O:47].[cH:51]1[cH:52][cH:53][c:54]([P:55]([Pd:56]([P:57]([c:58]2[cH:59][cH:60][cH:61][cH:62][cH:63]2)([c:64]2[cH:65][cH:66][cH:67][cH:68][cH:69]2)[c:70]2[cH:71][cH:72][cH:73][cH:74][cH:75]2)([P:76]([c:77]2[cH:78][cH:79][cH:80][cH:81][cH:82]2)([c:83]2[cH:84][cH:85][cH:86][cH:87][cH:88]2)[c:89]2[cH:90][cH:91][cH:92][cH:93][cH:94]2)[P:95]([c:96]2[cH:97][cH:98][cH:99][cH:100][cH:101]2)([c:102]2[cH:103][cH:104][cH:105][cH:106][cH:107]2)[c:108]2[cH:109][cH:110][cH:111][cH:112][cH:113]2)([c:114]2[cH:115][cH:116][cH:117][cH:118][cH:119]2)[c:120]2[cH:121][cH:122][cH:123][cH:124][cH:125]2)[cH:126][cH:127]1>>[C:1]([CH3:2])([CH3:3])([CH3:4])[O:5][C:6](=[O:7])[N:8]1[CH2:9][C:10]([N:19]([CH3:20])[CH3:21])([NH:22][S:23](=[O:24])(=[O:25])[c:26]2[s:27][c:28](-[c:36]3[cH:35][cH:34][c:33]([Cl:32])[cH:38][cH:37]3)[cH:29][cH:30]2)[c:11]2[c:12]([cH:15][cH:16][cH:17][cH:18]2)[CH2:13][CH2:14]1. Starting materials: COC1=CC=C(C=C1)CC(C)=O (4-methoxy phenylacetone), N1CCCC1 (pyrrolidine), CC1=NC(=C(C(=N1)Cl)[N+](=O)[O-])Cl (2-methyl-4,6-dichloro-5-nitropyrimidine), C(C)(C)N(C(C)C)CC (N,N-diisopropylethylamine), N1CCCCC1 (piperidine), Cl[Sn]Cl (SnCl2), Cl[Sn]Cl (SnCl2), N1(CCCC1)C(=CC1=CC=C(C=C1)OC)C (1-[2-pyrrolidinylprop-1-enyl]-4-methoxy benzene). The reagents and catalysts are Cl[Ti](Cl)(Cl)Cl (TiCl4). Solvent: CN(C)C=O (DMF), CCN(CC)CC (NEt3). Conditions: temperature 140 celsius, time 16 hour. Product: COC1=CC=C(C=C1)CC1=NC=2C(NC(=NC2)C2CC(NCC2)C)=C1 (4-methoxy-1-[(2-methyl-4-piperidylpyrrolo[4,5-d]pyrimidin-6-yl)methyl]benzene), CC1NC(CC(C1)C1=NC=C2C(N1)=C(C=N2)C2=CC=C(C=C2)OC)C (1-[2,6-dimethyl-4-piperidylpyrrolo[3,2-d]pyrimidin-7-yl]-4-methoxybenzene). Yield: 10.0%. RXN SMILES: [N:1]1([C:6]([CH3:16])=[CH:7][C:8]2[CH:13]=[CH:12][C:11]([O:14][CH3:15])=[CH:10][CH:9]=2)[CH2:5][CH2:4][CH2:3][CH2:2]1.COC1C=CC(CC(=O)C)=CC=1.[NH:29]1[CH2:33]CCC1.[CH3:34][C:35]1[N:40]=[C:39](Cl)[C:38]([N+:42]([O-])=O)=[C:37](Cl)[N:36]=1.[CH:46]([N:49]([CH2:53][CH3:54])[CH:50]([CH3:52])[CH3:51])(C)C.[NH:55]1CCCC[CH2:56]1.Cl[Sn]Cl>CN(C=O)C.Cl[Ti](Cl)(Cl)Cl.CCN(CC)CC>[CH3:15][O:14][C:11]1[CH:10]=[CH:9][C:8]([CH2:7][C:6]2[CH:16]=[C:4]3[NH:40][C:35]([CH:34]4[CH2:54][CH2:53][NH:49][CH:50]([CH3:51])[CH2:52]4)=[N:36][CH:37]=[C:5]3[N:1]=2)=[CH:13][CH:12]=1.[CH3:46][CH:2]1[CH2:3][CH:4]([C:5]2[NH:1][C:6]3=[C:7]([C:8]4[CH:9]=[CH:10][C:11]([O:14][CH3:15])=[CH:12][CH:13]=4)[CH:33]=[N:29][C:16]3=[CH:56][N:55]=2)[CH2:39][CH:38]([CH3:37])[NH:42]1. Procedure details: Using the method described in Example 30 by employing 1-[2-pyrrolidinylprop-1-enyl]-4-methoxy benzene (freshly prepared before use from 4-methoxy phenylacetone (Aldrich Chemical Company), pyrrolidine and TiCl4 (3.06 g, 14.10 mmol), 2-methyl-4,6-dichloro-5-nitropyrimidine (Example 76(b)) (2.92 g, 14.10 mmol), N,N-diisopropylethylamine (2.5 mL, 14.10 mmol), piperidine (2.2 mL, 22.6 mmol), NEt3 (3.1 mL) and SnCl2 (42 mL of a 2 M soln in DMF). In this example the SnCl2 solution was added to the reac... The reactants are COC(CC1=CC(=C(C(=C1)Br)OC=1C=CC2=C(C=C(O2)C2=CC=CC=C2)C1)Br)=O (Methyl[3,5-dibromo-4-(2-phenyl-5-benzofuranyloxy)phenyl]acetate), [OH-].[K+] (potassium hydroxide). Solvent: C(C)O (ethanol). The product is BrC=1C=C(C=C(C1OC=1C=CC2=C(C=C(O2)C2=CC=CC=C2)C1)Br)CC(=O)O (3,5-Dibromo-4-(2-phenyl-5-benzofuranyloxy)phenylacetic Acid). Reaction SMILES: C[O:2][C:3](=[O:29])[CH2:4][C:5]1[CH:10]=[C:9]([Br:11])[C:8]([O:12][C:13]2[CH:14]=[CH:15][C:16]3[O:20][C:19]([C:21]4[CH:26]=[CH:25][CH:24]=[CH:23][CH:22]=4)=[CH:18][C:17]=3[CH:27]=2)=[C:7]([Br:28])[CH:6]=1.[OH-].[K+]>C(O)C>[Br:28][C:7]1[CH:6]=[C:5]([CH2:4][C:3]([OH:29])=[O:2])[CH:10]=[C:9]([Br:11])[C:8]=1[O:12][C:13]1[CH:14]=[CH:15][C:16]2[O:20][C:19]([C:21]3[CH:26]=[CH:25][CH:24]=[CH:23][CH:22]=3)=[CH:18][C:17]=2[CH:27]=1 |f:1.2|. Procedure: Methyl[3,5-dibromo-4-(2-phenyl-5-benzofuranyloxy)phenyl]acetate (200 mg) was diluted in ethanol (2 mL) and treated with an aqueous saturated solution of potassium hydroxide (0.5 mL). The reaction mixture was refluxed for 1.5 hours. The reaction mixture was concentrated, diluted with chloroform and washed with an aqueous solution of hydrochloric acid (1 N). The organic phase was dried over magnesium sulphate, filtered and concentrated. This gave 0.13 g (70%) of 3,5-dibromo-4-(2-phenyl-5-benzofura... The reactants are COC1=NC=CC(=N1)\C=C\C1=CC=CC=C1 ((E)-2-methoxy-4-styrylpyrimidine). The reagents and catalysts are [Pd] (palladium on carbon). Solvent: CO (methanol). Reaction conditions: time 3 day. Yields the product COC1=NC=CC(=N1)CCC1=CC=CC=C1 (2-Methoxy-4-phenethylpyrimidine). Yield: 97.2%. RXN SMILES: [CH3:1][O:2][C:3]1[N:8]=[C:7](/[CH:9]=[CH:10]/[C:11]2[CH:16]=[CH:15][CH:14]=[CH:13][CH:12]=2)[CH:6]=[CH:5][N:4]=1>CO.[Pd]>[CH3:1][O:2][C:3]1[N:8]=[C:7]([CH2:9][CH2:10][C:11]2[CH:16]=[CH:15][CH:14]=[CH:13][CH:12]=2)[CH:6]=[CH:5][N:4]=1. Procedure: To a solution of (E)-2-methoxy-4-styrylpyrimidine (0.51 g, 2.4 mmol) in methanol (25 mL) was added palladium on carbon (0.18 g). The reaction mixture was stirred under hydrogen balloon for 3 days and then filtered through a pad of celite. The filtrate was concentrated under reduced pressure to provide the title compound (0.50 g, 97%) as a colorless oil: 1H NMR (500 MHz, CDCl3) δ 8.35 (d, J=5.0 Hz, 1H), 7.29-7.26 (m, 2H), 7.21-7.18 (m, 3H), 6.72 (d, J=5.0 Hz, 1H), 4.02 (s, 3H), 3.08-2.98 (m, 4H). The reactants are CC1=C(C=CC=C1[N+](=O)[O-])S(=O)(=O)N (2-methyl-3nitro-benzene sulfonamide), [Mn](=O)(=O)(=O)[O-].[K+] (potassium permanganate). The solvent is O (water). Yields the product [N+](=O)([O-])C1=CC=CC2=C1C(NS2(=O)=O)=O (4-Nitro-1,2-benzoisothiazol-3(2H)-one-1,1-dioxide). As a reaction SMILES: [CH3:1][C:2]1[C:7]([N+:8]([O-:10])=[O:9])=[CH:6][CH:5]=[CH:4][C:3]=1[S:11]([NH2:14])(=[O:13])=[O:12].[Mn]([O-])(=O)(=O)=[O:16].[K+]>O>[N+:8]([C:7]1[C:2]2[C:1](=[O:16])[NH:14][S:11](=[O:13])(=[O:12])[C:3]=2[CH:4]=[CH:5][CH:6]=1)([O-:10])=[O:9] |f:1.2|. Procedure details: 8.0 gm (37 mmols) of 2-methyl-3nitro-benzene sulfonamide were oxidized with potassium permanganate in water analogous to Example 8. After extraction with ether, evaporation and recrystallization from water 3.8 gm (45% of theory) of the nitro compound were obtained. The reactants are CC(=O)O, Cl, CCOC(=O)CC(NC(=O)CNC(=O)c1csc(NC(=N)N)n1)c1cccnc1. The product is N=C(N)Nc1nc(C(=O)NCC(=O)NC(CC(=O)O)c2cccnc2)cs1. RXN SMILES: [CH3:30][C:31](=[O:32])[OH:33].[ClH:34].[NH:1]([C:2](=[NH:3])[NH2:4])[c:5]1[s:6][cH:7][c:8]([C:10](=[O:11])[NH:12][CH2:13][C:14](=[O:15])[NH:16][CH:17]([CH2:18][C:19](=[O:20])[O:21][CH2:22][CH3:23])[c:24]2[cH:25][n:26][cH:27][cH:28][cH:29]2)[n:9]1>>[NH:1]([C:2](=[NH:3])[NH2:4])[c:5]1[s:6][cH:7][c:8]([C:10](=[O:11])[NH:12][CH2:13][C:14](=[O:15])[NH:16][CH:17]([CH2:18][C:19](=[O:20])[OH:21])[c:24]2[cH:25][n:26][cH:27][cH:28][cH:29]2)[n:9]1.